From a dataset of the Open Reaction Database (ORD), a public repository of structured organic reaction records. describe an organic reaction: reactants, conditions, products, and yield Starting materials: C(C)(C)(C)OC(=O)N1[C@@H](CCCC1)C(=O)O ((S)-Piperidine-1,2-dicarboxylic acid 1-tert-butyl ester), B.O1CCCC1 (borane tetrahydrofuran), O (water). The solvent is C1CCOC1 (THF). Reaction conditions: temperature 2.5 celsius, time 2 hour. Product: C(C)(C)(C)OC(=O)N1[C@@H](CCCC1)CO ((S)-2-Hydroxymethyl-piperidine-1-carboxylic acid tert-butyl ester). Isolated yield 100.6%. Reaction SMILES: [C:1]([O:5][C:6]([N:8]1[CH2:13][CH2:12][CH2:11][CH2:10][C@H:9]1[C:14](O)=[O:15])=[O:7])([CH3:4])([CH3:3])[CH3:2].B.O1CCCC1.O>C1COCC1>[C:1]([O:5][C:6]([N:8]1[CH2:13][CH2:12][CH2:11][CH2:10][C@H:9]1[CH2:14][OH:15])=[O:7])([CH3:4])([CH3:3])[CH3:2] |f:1.2|. Reported procedure: To a solution of (S)-Piperidine-1,2-dicarboxylic acid 1-tert-butyl ester (5 g, 21.8 mmol) in anhydrous THF (32 mL) at 0-5° C. was added borane-tetrahydrofuran complex (1M solution in THF) (3.6 g, 41.84 mmol) over a period of 15 min. The mixture was stirred at 0-5° C. for 2 h and then at rt for 2 h. The mixture was added over a period of 10 min to cold water (75 mL) and extracted with EtOAc (300 mL). The aqueous layer was re-extracted with EtOAc (2×150 mL). The organic layers were combined, dried...